Dataset: the Open Reaction Database (ORD), a public repository of structured organic reaction records. Task: describe an organic reaction: reactants, conditions, products, and yield Starting materials: CCCC[Sn](C=CCBr)(CCCC)CCCC, C1COCCN1, CN(C)C=O. Product: CCCC[Sn](C=CCN1CCOCC1)(CCCC)CCCC. RXN SMILES: [Br:7][CH2:8][CH:9]=[CH:10][Sn:11]([CH2:12][CH2:13][CH2:14][CH3:15])([CH2:16][CH2:17][CH2:18][CH3:19])[CH2:20][CH2:21][CH2:22][CH3:23].[CH2:1]1[CH2:2][O:3][CH2:4][CH2:5][NH:6]1.[O:24]=[CH:25][N:26]([CH3:27])[CH3:28]>>[CH2:1]1[CH2:2][O:3][CH2:4][CH2:5][N:6]1[CH2:8][CH:9]=[CH:10][Sn:11]([CH2:12][CH2:13][CH2:14][CH3:15])([CH2:16][CH2:17][CH2:18][CH3:19])[CH2:20][CH2:21][CH2:22][CH3:23].